From a dataset of the Open Reaction Database (ORD), a public repository of structured organic reaction records. describe an organic reaction: reactants, conditions, products, and yield Starting materials: ClCC1=CC=CC2=CC=CC=C12 (1-(chloromethyl)-naphthalene), C1(=CC=CC=C1)S(=O)[O-].[Na+] (sodium benzenesulphinate). The solvent is CN(C=O)C (dimethyl formamide), CN(C=O)C (dimethyl formamide), O (water). The product is C1(=CC=CC=C1)S(=O)(=O)CC1=CC=CC2=CC=CC=C12 ((1-Naphthyl)methyl phenyl sulphone). As a reaction SMILES: Cl[CH2:2][C:3]1[C:12]2[C:7](=[CH:8][CH:9]=[CH:10][CH:11]=2)[CH:6]=[CH:5][CH:4]=1.[C:13]1([S:19]([O-:21])=[O:20])[CH:18]=[CH:17][CH:16]=[CH:15][CH:14]=1.[Na+]>CN(C)C=O.O>[C:13]1([S:19]([CH2:2][C:3]2[C:12]3[C:7](=[CH:8][CH:9]=[CH:10][CH:11]=3)[CH:6]=[CH:5][CH:4]=2)(=[O:21])=[O:20])[CH:18]=[CH:17][CH:16]=[CH:15][CH:14]=1 |f:1.2|. Procedure: A solution of 1-(chloromethyl)-naphthalene (17.6 g) in dimethyl formamide (20 ml) was added to a stirred suspension of sodium benzenesulphinate (16.4 g) in dimethyl formamide (80 ml). After 20 hours at room temperature the mixture was diluted with water and the white precipitate filtered. Recrystallisation from ethyl acetate-petroleum ether 60°-80° C. gave the title product, m.p. 89° C.